Dataset: the Open Reaction Database (ORD), a public repository of structured organic reaction records. Task: describe an organic reaction: reactants, conditions, products, and yield The reactants are C1C2(CC3=CC=CC=C13)NC(NC2=O)=O ((±)-spiro[imidazolidine-4,2′-indane]-2,5-dione), BrBr (Br2), O (H2O). Solvent: Br (HBr). Reaction conditions: time 4 day. Product: BrC=1C=C2CC3(CC2=CC1)NC(NC3=O)=O ((±)-5′-Bromo-spiro[imidazolidine-4,2′-indane]-2,5-dione). RXN SMILES: [CH2:1]1[C:9]2[C:4](=[CH:5][CH:6]=[CH:7][CH:8]=2)[CH2:3][C:2]21[C:13](=[O:14])[NH:12][C:11](=[O:15])[NH:10]2.[Br:16]Br.O>Br>[Br:16][C:6]1[CH:5]=[C:4]2[C:9](=[CH:8][CH:7]=1)[CH2:1][C:2]1([C:13](=[O:14])[NH:12][C:11](=[O:15])[NH:10]1)[CH2:3]2. Procedure: To a stirred solution of (±)-spiro[imidazolidine-4,2′-indane]-2,5-dione (1.0 g, 4.97 mmol) in 48% HBr (30 mL) was added Br2 (3.1 g, 19.9 mmol) and the reaction mixture was allowed to stir at ambient temperature for 4 days. The reaction was poured onto ice (30 g) and H2O (10 mL) and the solid precipitate filtered off, washed with H2O (4×20 mL), and dried in vacuo to give the title compound as a light brown solid. MS: m/z=282 (M+1). Reactants: CC(CC1CCCCC1)C(=O)C=[N+]=[N-], O, O=S(=O)(O)c1ccccc1. The product is CC(CC1CCCCC1)C(=O)COS(=O)(=O)c1ccccc1. RXN SMILES: [N+:1](=[N-:2])=[CH:3][C:4]([CH:5]([CH2:6][CH:7]1[CH2:8][CH2:9][CH2:10][CH2:11][CH2:12]1)[CH3:13])=[O:14].[OH2:15].[c:16]1([S:22](=[O:23])(=[O:24])[OH:25])[cH:17][cH:18][cH:19][cH:20][cH:21]1>>[CH2:3]([C:4]([CH:5]([CH2:6][CH:7]1[CH2:8][CH2:9][CH2:10][CH2:11][CH2:12]1)[CH3:13])=[O:14])[O:25][S:22]([c:16]1[cH:17][cH:18][cH:19][cH:20][cH:21]1)(=[O:23])=[O:24]. Reactants: O1CCN(CC1)C1=CC=C(CN2C(=NC3=C2C=CC(=C3)OCC3=NC2=CC=CC=C2C=C3)CC3(CCCC3)C(=O)OCC)C=C1 (ethyl 1-((1-(4-morpholinobenzyl)-5-(quinolin-2-ylmethoxy)-1H-benzo[d]imidazol-2-yl)methyl)cyclopentanecarboxylate), C1CCOC1 (THF), [Li+].[OH-] (LiOH). Run in CO (MeOH). Reaction conditions: temperature 80 celsius. Yields the product N1(CCOCC1)C1=CC=C(CN2C(=NC3=C2C=CC(=C3)OCC3=NC2=CC=CC=C2C=C3)CC3(CCCC3)C(=O)O)C=C1 (1-{[1-(4-Morpholin-4-ylbenzyl)-5-(quinolin-2-ylmethoxy)-1H-benzimidazol-2-yl]methyl}cyclopentanecarboxylic acid). As a reaction SMILES: [O:1]1[CH2:6][CH2:5][N:4]([C:7]2[CH:45]=[CH:44][C:10]([CH2:11][N:12]3[C:16]4[CH:17]=[CH:18][C:19]([O:21][CH2:22][C:23]5[CH:32]=[CH:31][C:30]6[C:25](=[CH:26][CH:27]=[CH:28][CH:29]=6)[N:24]=5)=[CH:20][C:15]=4[N:14]=[C:13]3[CH2:33][C:34]3([C:39]([O:41]CC)=[O:40])[CH2:38][CH2:37][CH2:36][CH2:35]3)=[CH:9][CH:8]=2)[CH2:3][CH2:2]1.C1COCC1.[Li+].[OH-]>CO>[N:4]1([C:7]2[CH:8]=[CH:9][C:10]([CH2:11][N:12]3[C:16]4[CH:17]=[CH:18][C:19]([O:21][CH2:22][C:23]5[CH:32]=[CH:31][C:30]6[C:25](=[CH:26][CH:27]=[CH:28][CH:29]=6)[N:24]=5)=[CH:20][C:15]=4[N:14]=[C:13]3[CH2:33][C:34]3([C:39]([OH:41])=[O:40])[CH2:38][CH2:37][CH2:36][CH2:35]3)=[CH:44][CH:45]=2)[CH2:3][CH2:2][O:1][CH2:6][CH2:5]1 |f:2.3|. Procedure: To a 20 mL vial were added ethyl 1-((1-(4-morpholinobenzyl)-5-(quinolin-2-ylmethoxy)-1H-benzo[d]imidazol-2-yl)methyl)cyclopentanecarboxylate (28 mg, 0.046 mmol), THF (1.1 mL) and MeOH (1.1 mL) followed by LiOH (0.65 mL, 1 M). The reaction mixture was capped and heated to 80° C. for 3 h. The mixture was cooled to RT and the solvent was concentrated to dryness. Water (1 mL) and acetonitrile (1 mL) were added and the pH was adjusted to ˜5-6 using 1 M HCl and then the mixture was concentrated to dry... Reactants: C1=C(C=CC2=CC=CC=C12)C1=CC2CCC(C1)N2 (3-Naphthalen-2-yl-8-aza-bicyclo[3.2.1]oct-2-ene), BrCCO (2-bromoethanol), C(=O)([O-])[O-].[K+].[K+] (K2CO3), CN(C)C=O (DMF). Solvent: O (H2O). Yields the product C1=C(C=CC2=CC=CC=C12)C1=CC2CCC(C1)N2CCO (2-[3-(2-Naphthyl)-8-azabicyclo[3.2.1]oct-2-en-8-yl]ethanol). The yield is 91.0%. Reaction SMILES: [CH:1]1[C:10]2[C:5](=[CH:6][CH:7]=[CH:8][CH:9]=2)[CH:4]=[CH:3][C:2]=1[C:11]1[CH2:17][CH:16]2[NH:18][CH:13]([CH2:14][CH2:15]2)[CH:12]=1.Br[CH2:20][CH2:21][OH:22].C([O-])([O-])=O.[K+].[K+].CN(C=O)C>O>[CH:1]1[C:10]2[C:5](=[CH:6][CH:7]=[CH:8][CH:9]=2)[CH:4]=[CH:3][C:2]=1[C:11]1[CH2:12][CH:13]2[N:18]([CH2:20][CH2:21][OH:22])[CH:16]([CH2:15][CH2:14]2)[CH:17]=1 |f:2.3.4|. Procedure details: 3-Naphthalen-2-yl-8-aza-bicyclo[3.2.1]oct-2-ene (1.00 g, 4.25 mmol), 1.05 g (8.40 mmol) 2-bromoethanol, 1.70 g (12.6 mmol) K2CO3 and 57 mL of DMF are stirred at 80 C for 12 h. The reaction mixture is poured into 300 mL of cold H2O and extracted with 3×50 mL of EtOAc. The combined organics are washed with 3×100 mL of H2O, 1×100 mL of brine, dried over MgSO4, filtered, and the volatiles are evaporated to give 1.08 g (3.87 mmol, a 91% yield) of the title compound as a white solid. mp: 113-114° C.; ...